Dataset: the Open Reaction Database (ORD), a public repository of structured organic reaction records. Task: describe an organic reaction: reactants, conditions, products, and yield Starting materials: C(CCC)N1C(NC(=C1CO)C1=CC=CC=C1)I ((1-Butyl-2-iodo-4-phenyl-3H-imidazol-5-yl)-methanol), O=S(Cl)Cl (SOCl2), ice, C(C1=CC=2OCOC2C=C1)N (piperonyl amine), CN(C)C=O (DMF). Run in C(Cl)Cl (CH2Cl2). Reaction conditions: time 2 hour. Product: O1COC=C1CNCC1=C(NC(N1CCCC)I)C1=CC=CC=C1 ([1,3]dioxol-5-ylmethyl-(1-butyl-2-iodo-4-phenyl-3H-imidazol-5-ylmethyl)-amine). Reaction SMILES: [CH2:1]([N:5]1[C:9]([CH2:10]O)=[C:8]([C:12]2[CH:17]=[CH:16][CH:15]=[CH:14][CH:13]=2)[NH:7][CH:6]1[I:18])[CH2:2][CH2:3][CH3:4].O=S(Cl)Cl.C(N)C1C=[CH:31][C:30]2[O:29][CH2:28][O:27][C:26]=2C=1.C[N:35](C=O)C>C(Cl)Cl>[O:29]1[C:30]([CH2:31][NH:35][CH2:10][C:9]2[N:5]([CH2:1][CH2:2][CH2:3][CH3:4])[CH:6]([I:18])[NH:7][C:8]=2[C:12]2[CH:17]=[CH:16][CH:15]=[CH:14][CH:13]=2)=[CH:26][O:27][CH2:28]1. Procedure details: (1-Butyl-2-iodo-4-phenyl-3H-imidazol-5-yl)-methanol (1.96 g) is dissolved in 20 mL of CH2Cl2. 5 equivalents of SOCl2 are added at 0° C. The solution is stirred at room temperature for 2 hours and then evaporated to dryness. The residue is dissolved in 20 mL of toluene and again evaporated to dryness in order to remove the remaining SOCl2. The crude product is dissolved in 5 mL DMF and added to an ice-cold solution of piperonyl amine (2 equivalents) in 10 mL DMF containing 2.0 equivalents K2CO3. ... Starting materials: NC=1C(=NC=C(C1C(=O)OCC)C(=O)OCC)C (3-amino-4,5-diethoxycarbonyl-2-methylpyridine), O.NN (hydrazine monohydrate). Run at temperature 100 celsius. RXN SMILES: [NH2:1][C:2]1[C:3]([CH3:18])=[N:4][CH:5]=[C:6]([C:13](OCC)=[O:14])[C:7]=1[C:8](OCC)=[O:9].O.[NH2:20][NH2:21]>>[NH2:1][C:2]1[C:7]2[C:8](=[O:9])[NH:21][NH:20][C:13](=[O:14])[C:6]=2[CH:5]=[N:4][C:3]=1[CH3:18] |f:1.2|. Product: NC1=C(N=CC=2C(NNC(C21)=O)=O)C (8-Amino-7-methylpyrido[3,4-d]pyridazine-1,4(2H,3H)dione). Reported procedure: To 57 mg of 3-amino-4,5-diethoxycarbonyl-2-methylpyridine was added 0.5 mL of hydrazine monohydrate, and the mixture was heated at 100° C. in a stream of nitrogen for 30 minutes. After the solvent was distilled off, the resulting crystals were collected by filtration with ethanol. Water was added to the crystals, and the mixture was neutralized with 1N hydrochloric acid, followed by collection of the crystals by filtration.